This data is from the Open Reaction Database (ORD), a public repository of structured organic reaction records. The task is: describe an organic reaction: reactants, conditions, products, and yield Starting materials: ClC(C)OC(C)=O (acetic acid 1-chloroethyl ester), COC1=NC(=NC(=C1OC1=C(C=CC=C1)OC)NS(=O)(=O)C1=NC=C(C=C1)C)C1=CC(=NC=C1)C(=O)O (4-[4-methoxy-5-(2-methoxy-phenoxy)-6-(5-methyl-pyridine-2-sulfonylamino)-pyrimidin-2-yl]-pyridine-2-carboxylic acid), COC1=NC(=NC(=C1OC1=C(C=CC=C1)OC)NS(=O)(=O)C1=NC=C(C=C1)C)C1=CC(=NC=C1)C(=O)O (4-[4-methoxy-5-(2-methoxy-phenoxy)-6-(5-methyl-pyridine-2-sulfonylamino)-pyrimidin-2-yl]-pyridine-2-carboxylic acid), CN(C(=N)N(C)C)C (1,1,3,3-tetramethylguanidine). Run in CN(C)C=O (DMF). Reaction conditions: temperature 60 celsius. Yields the product C(C)(=O)OC(C)OC(=O)C1=NC=CC(=C1)C1=NC(=C(C(=N1)OC)OC1=C(C=CC=C1)OC)NS(=O)(=O)C1=NC=C(C=C1)C (4-[4-methoxy-5-(2-methoxy-phenoxy)-6-(5-methyl-pyridine-2-sulfonylamino)-pyrimidin-2-yl]-pyridine-2-carboxylic acid 1-acetoxy-ethyl ester). RXN SMILES: [CH3:1][O:2][C:3]1[C:8]([O:9][C:10]2[CH:15]=[CH:14][CH:13]=[CH:12][C:11]=2[O:16][CH3:17])=[C:7]([NH:18][S:19]([C:22]2[CH:27]=[CH:26][C:25]([CH3:28])=[CH:24][N:23]=2)(=[O:21])=[O:20])[N:6]=[C:5]([C:29]2[CH:34]=[CH:33][N:32]=[C:31]([C:35]([OH:37])=[O:36])[CH:30]=2)[N:4]=1.CN(C)C(N(C)C)=N.Cl[CH:47]([O:49][C:50](=[O:52])[CH3:51])[CH3:48]>CN(C=O)C>[C:50]([O:49][CH:47]([O:36][C:35]([C:31]1[CH:30]=[C:29]([C:5]2[N:4]=[C:3]([O:2][CH3:1])[C:8]([O:9][C:10]3[CH:15]=[CH:14][CH:13]=[CH:12][C:11]=3[O:16][CH3:17])=[C:7]([NH:18][S:19]([C:22]3[CH:27]=[CH:26][C:25]([CH3:28])=[CH:24][N:23]=3)(=[O:21])=[O:20])[N:6]=2)[CH:34]=[CH:33][N:32]=1)=[O:37])[CH3:48])(=[O:52])[CH3:51]. Procedure: To a solution of 0.52 g of 4-[4-methoxy-5-(2-methoxy-phenoxy)-6-(5-methyl-pyridine-2-sulfonylamino)-pyrimidin-2-yl]-pyridine-2-carboxylic acid, product of example 21, in DMF (10 ml) were added at RT 0.23 g of 1,1,3,3-tetramethylguanidine followed by 0,245 g of acetic acid 1-chloroethyl ester (preparation described by M. Ertan et al., Arzneim. Forsch. 1992, Vol. 42, 70). The reaction mixture was then heated at 60° C. for 20 h, cooled to RT and partitioned between ice water and EtOAc. The organic ... Starting materials: O=C([O-])[O-], COC(=O)c1ccc(O)cc1, CN(C)C=O, [Cs+], [Cs+], FC(F)(F)c1cccc(CBr)c1. Product: COC(=O)c1ccc(OCc2cccc(C(F)(F)F)c2)cc1. As a reaction SMILES: [C:12](=[O:13])([O-:14])[O-:15].[CH3:1][O:2][C:3]([c:4]1[cH:5][cH:6][c:7]([OH:10])[cH:8][cH:9]1)=[O:11].[CH3:30][N:31]([CH3:32])[CH:33]=[O:34].[Cs+:16].[Cs+:17].[F:18][C:19]([c:20]1[cH:21][c:22]([CH2:23][Br:24])[cH:25][cH:26][cH:27]1)([F:28])[F:29]>>[CH3:1][O:2][C:3]([c:4]1[cH:5][cH:6][c:7]([O:10][CH2:23][c:22]2[cH:21][c:20]([C:19]([F:18])([F:28])[F:29])[cH:27][cH:26][cH:25]2)[cH:8][cH:9]1)=[O:11]. Starting materials: ClC=1SC(=CC1C(=O)OC)Cl (methyl 2,5-dichlorothiophene-3-carboxylate), [BH4-].[Na+] (sodium borohydride), [Cl-].[NH4+] (ammonium chloride). Run in CO (methanol). Run at time 8 hour. Product: ClC=1SC(=CC1CO)Cl ((2,5-dichlorothiophen-3-yl)methanol). Isolated yield 22.0%. Reaction SMILES: [Cl:1][C:2]1[S:3][C:4]([Cl:11])=[CH:5][C:6]=1[C:7](OC)=[O:8].[BH4-].[Na+].[Cl-].[NH4+]>CO>[Cl:1][C:2]1[S:3][C:4]([Cl:11])=[CH:5][C:6]=1[CH2:7][OH:8] |f:1.2,3.4|. Procedure: To a 0° C. solution of methyl 2,5-dichlorothiophene-3-carboxylate (1.5 g, 7.1 mmol) in anhydrous methanol (50 mL) was added sodium borohydride (1.35 g, 35.7 mmol). The reaction mixture was stirred at room temperature overnight. After cooling to 0° C., a saturated ammonium chloride solution (50 mL) was added. The resultant mixture was extracted with DCM (3×50 mL). The organic extracts were combined, dried over MgSO4, filtered, evaporated, and dried in vacuo. The product was purified by flash chro... Reactants: C(C)OC(C(\C=C(/[O-])\C1=CC(=CC=C1)C(F)(F)F)=O)=O.[Li+] (Lithium (1Z)-4-ethoxy-3,4-dioxo-1-[3-(trifluoromethyl)phenyl]but-1-en-1-olate), Cl.COC=1C=C(C=CC1)NN (3-methoxyphenylhydrazine hydrochloride). Yields the product COC=1C=C(C=CC1)N1N=C(C=C1C1=CC(=CC=C1)C(F)(F)F)C(=O)OCC (Ethyl 1-(3-methoxyphenyl)-5-[3-(trifluoromethyl)phenyl]-1H-pyrazole-3-carboxylate). The yield is 85.0%. As a reaction SMILES: [CH2:1]([O:3][C:4](=[O:20])[C:5](=O)/[CH:6]=[C:7](/[C:9]1[CH:14]=[CH:13][CH:12]=[C:11]([C:15]([F:18])([F:17])[F:16])[CH:10]=1)\[O-])[CH3:2].[Li+].Cl.[CH3:23][O:24][C:25]1[CH:26]=[C:27]([NH:31][NH2:32])[CH:28]=[CH:29][CH:30]=1>>[CH3:23][O:24][C:25]1[CH:26]=[C:27]([N:31]2[C:7]([C:9]3[CH:14]=[CH:13][CH:12]=[C:11]([C:15]([F:18])([F:17])[F:16])[CH:10]=3)=[CH:6][C:5]([C:4]([O:3][CH2:1][CH3:2])=[O:20])=[N:32]2)[CH:28]=[CH:29][CH:30]=1 |f:0.1,2.3|. Reported procedure: Starting from 1.5 g (5.2 mmol) of lithium (1Z)-4-ethoxy-3,4-dioxo-1-[3-(trifluoro-methyl)phenyl]but-1-en-1-olate from example 1A and 1 g (5.73 mmol) of 3-methoxyphenylhydrazine hydrochloride, 1.73 g (4.4 mmol, 85% yield of theory) of product are obtained according to the method described in example 4A and after purification on silica gel (flash chromatography). The reactants are FC=1C=C(C=C(C1)OCCOC)[C@@H]1N(CCC1)C1=NC=2N(C=C1)N=CC2C(=O)OCC ((R)-ethyl 5-(2-(3-fluoro-5-(2-methoxy ethoxy)phenyl)pyrrolidin-1-yl)pyrazolo[1,5-a]pyrimidine-3-carboxylate). The solvent is [OH-].[Na+] (NaOH), CO (MeOH). The product is FC=1C=C(C=C(C1)OCCOC)[C@@H]1N(CCC1)C1=NC=2N(C=C1)N=CC2C(=O)O ((R)-5-(2-(3-fluoro-5-(2-methoxyethoxy)phenyl)pyrrolidin-1-yl)pyrazolo[1,5-a]pyrimidine-3-carboxylic acid). Isolated yield 106.5%. As a reaction SMILES: [F:1][C:2]1[CH:3]=[C:4]([C@H:13]2[CH2:17][CH2:16][CH2:15][N:14]2[C:18]2[CH:23]=[CH:22][N:21]3[N:24]=[CH:25][C:26]([C:27]([O:29]CC)=[O:28])=[C:20]3[N:19]=2)[CH:5]=[C:6]([O:8][CH2:9][CH2:10][O:11][CH3:12])[CH:7]=1>[OH-].[Na+].CO>[F:1][C:2]1[CH:3]=[C:4]([C@H:13]2[CH2:17][CH2:16][CH2:15][N:14]2[C:18]2[CH:23]=[CH:22][N:21]3[N:24]=[CH:25][C:26]([C:27]([OH:29])=[O:28])=[C:20]3[N:19]=2)[CH:5]=[C:6]([O:8][CH2:9][CH2:10][O:11][CH3:12])[CH:7]=1 |f:1.2|. Reported procedure: (R)-ethyl 5-(2-(3-fluoro-5-(2-methoxy ethoxy)phenyl)pyrrolidin-1-yl)pyrazolo[1,5-a]pyrimidine-3-carboxylate (178 mg, 0.415 mmol) was suspended in a mixture of 1N NaOH (5 mL) and MeOH (5 mL). The reaction mixture was stirred at ambient temperature until complete and quenched with 2N HCl (25 mL). The mixture was extracted with ethyl acetate and the combined organic fractions were concentrated to give the title compound (177 mg, 100% yield). MS (apci) m/z=401.0 (M+H). Starting materials: CC(C)C(=O)Cl, Clc1ccc(N=C2NCCN2)c(Cl)c1, C1CCOC1, O. Yields the product CC(C)C(=O)N1CCNC1=Nc1ccc(Cl)cc1Cl. As a reaction SMILES: [C:15]([CH:16]([CH3:17])[CH3:18])(=[O:19])[Cl:20].[Cl:1][c:2]1[c:3]([N:9]=[C:10]2[NH:11][CH2:12][CH2:13][NH:14]2)[cH:4][cH:5][c:6]([Cl:8])[cH:7]1.[O:22]1[CH2:23][CH2:24][CH2:25][CH2:26]1.[OH2:21]>>[Cl:1][c:2]1[c:3]([N:9]=[C:10]2[NH:11][CH2:12][CH2:13][N:14]2[C:15]([CH:16]([CH3:17])[CH3:18])=[O:19])[cH:4][cH:5][c:6]([Cl:8])[cH:7]1. Reported procedure: Method H was used with 7-(3-aminophenoxy)-1H-imidazo[4,5-b]pyridin-2(3H)-one and 2-fluoro-3-trifluoromethoxy-benzoyl chloride to afford the title compound (11 mg, 11.7%). 1H-NMR (δ, ppm, DMSO-d6): 6.50 (d, 1H, HPy,5, J=5.9 Hz), 6.91-6.94 (m, 1H, Harom), 7.43-7.46 (m, 3H, Harom), 7.53-7.55 (m, 2H, Harom), 7.70-7.74 (m, 1H, Harom), 7.81 (d, 1H, HPy,6, J=5.9 Hz), 10.70 (s, 1H, NHamide), 11.18 (s, 1H, NHPy7), 11.39 (s, 1H, NHPy9). LC-MS, tR=4.62 minutes, m/z: 449.08 (M+H)+, calculated for C20H13N4O4... Starting materials: NC=1C=C(OC2=C3C(=NC=C2)NC(N3)=O)C=CC1 (7-(3-aminophenoxy)-1H-imidazo[4,5-b]pyridin-2(3H)-one), FC1=C(C(=O)Cl)C=CC=C1OC(F)(F)F (2-fluoro-3-trifluoromethoxy-benzoyl chloride). RXN SMILES: [NH2:1][C:2]1[CH:3]=[C:4]([CH:16]=[CH:17][CH:18]=1)[O:5][C:6]1[CH:11]=[CH:10][N:9]=[C:8]2[NH:12][C:13](=[O:15])[NH:14][C:7]=12.[F:19][C:20]1[C:28]([O:29][C:30]([F:33])([F:32])[F:31])=[CH:27][CH:26]=[CH:25][C:21]=1[C:22](Cl)=[O:23]>>[O:15]=[C:13]1[NH:12][C:8]2=[N:9][CH:10]=[CH:11][C:6]([O:5][C:4]3[CH:3]=[C:2]([NH:1][C:22](=[O:23])[C:21]4[CH:25]=[CH:26][CH:27]=[C:28]([O:29][C:30]([F:31])([F:32])[F:33])[C:20]=4[F:19])[CH:18]=[CH:17][CH:16]=3)=[C:7]2[NH:14]1. Yields the product O=C1NC=2C(=NC=CC2OC=2C=C(C=CC2)NC(C2=C(C(=CC=C2)OC(F)(F)F)F)=O)N1 (N-(3-(2-oxo-2,3-dihydro-1H-imidazo[4,5-b]pyridin-7-yloxy)phenyl)-2-fluoro-3-trifluoromethoxy-benzamide). Isolated yield 11.7%. Reactants: crude acid, C=1C=CC2=C(C1)N=NN2O (HOBt), C(N)(=O)C=1C(=NN(C1)C1C(CC(CC1)C(=O)O)C#N)NC1=CC=C(C=C1)Cl (4-[4-carbamoyl-3-[(4-chlorophenyl)amino]-1H-pyrazol-1-yl]-3-cyanocyclohexane-1-carboxylic acid), C(CCl)Cl (EDC). The solvent is CO (MeOH). Reaction conditions: time 8 hour. The product is C(N)(=O)C=1C(=NN(C1)C1C(CC(CC1)C(=O)OC)C#N)NC1=CC=C(C=C1)Cl (methyl 4-(4-carbamoyl-3-((4-chlorophenyl)amino)-1H-pyrazol-1-yl)-3-cyanocyclohexanecarboxylate). RXN SMILES: [C:1]([C:4]1[C:5]([NH:20][C:21]2[CH:26]=[CH:25][C:24]([Cl:27])=[CH:23][CH:22]=2)=[N:6][N:7]([CH:9]2[CH2:14][CH2:13][CH:12]([C:15]([OH:17])=[O:16])[CH2:11][CH:10]2[C:18]#[N:19])[CH:8]=1)(=[O:3])[NH2:2].[CH2:28](Cl)CCl.C1C=CC2N(O)N=NC=2C=1>CO>[C:1]([C:4]1[C:5]([NH:20][C:21]2[CH:22]=[CH:23][C:24]([Cl:27])=[CH:25][CH:26]=2)=[N:6][N:7]([CH:9]2[CH2:14][CH2:13][CH:12]([C:15]([O:17][CH3:28])=[O:16])[CH2:11][CH:10]2[C:18]#[N:19])[CH:8]=1)(=[O:3])[NH2:2]. Procedure: To a solution of the crude acid (1S,3S,4S and 1R,3R,4R)-4-[4-carbamoyl-3-[(4-chlorophenyl)amino]-1H-pyrazol-1-yl]-3-cyanocyclohexane-1-carboxylic acid (Example #35-1 Step C, 500 mg, 1.3 mmol) in MeOH (5 mL) were sequentially added EDC (324 mg, 1.7 mmol) and HOBt (210 mg, 1.6 mmol). The resulting solution was stirred at ambient temperature overnight before it was concentrated in vacuo. The crude residue was partitioned between DCM (20 mL) and water (5 mL). The organic solution was washed with sat...